From a dataset of the Open Reaction Database (ORD), a public repository of structured organic reaction records. describe an organic reaction: reactants, conditions, products, and yield Reactants: BrC1=CC(=C(C=C1)N1C(C2(CC1)CN(CCC2)C2=NC=C(C=C2)C(F)(F)F)=O)C (2-(4-bromo-2-methylphenyl)-7-[5-(trifluoromethyl)pyridin-2-yl]-2,7-diazaspiro[4.5]decan-1-one), C([O-])([O-])=O.[K+].[K+] (potassium carbonate), CN(C=O)C (N,N-dimethylformamide). The reagents and catalysts are [C-]#N.[Zn+2].[C-]#N (zinc cyanide), [Pd].C1(=CC=CC=C1)P(C1=CC=CC=C1)C1=CC=CC=C1.C1(=CC=CC=C1)P(C1=CC=CC=C1)C1=CC=CC=C1.C1(=CC=CC=C1)P(C1=CC=CC=C1)C1=CC=CC=C1.C1(=CC=CC=C1)P(C1=CC=CC=C1)C1=CC=CC=C1 (tetrakis(triphenylphosphine) palladium(0)). Run at temperature 100 celsius, time 2 day. The product is CC=1C=C(C#N)C=CC1N1C(C2(CC1)CN(CCC2)C2=NC=C(C=C2)C(F)(F)F)=O (3-Methyl-4-{1-oxo-7-[5-(trifluoromethyl)pyridin-2-yl]-2,7-diazaspiro[4.5]dec-2-yl}benzonitrile). RXN SMILES: Br[C:2]1[CH:7]=[CH:6][C:5]([N:8]2[CH2:12][CH2:11][C:10]3([CH2:17][CH2:16][CH2:15][N:14]([C:18]4[CH:23]=[CH:22][C:21]([C:24]([F:27])([F:26])[F:25])=[CH:20][N:19]=4)[CH2:13]3)[C:9]2=[O:28])=[C:4]([CH3:29])[CH:3]=1.C(=O)([O-])[O-].[K+].[K+].[CH3:36][N:37](C)C=O>[C-]#N.[Zn+2].[C-]#N.[Pd].C1(P(C2C=CC=CC=2)C2C=CC=CC=2)C=CC=CC=1.C1(P(C2C=CC=CC=2)C2C=CC=CC=2)C=CC=CC=1.C1(P(C2C=CC=CC=2)C2C=CC=CC=2)C=CC=CC=1.C1(P(C2C=CC=CC=2)C2C=CC=CC=2)C=CC=CC=1>[CH3:29][C:4]1[CH:3]=[C:2]([CH:7]=[CH:6][C:5]=1[N:8]1[CH2:12][CH2:11][C:10]2([CH2:17][CH2:16][CH2:15][N:14]([C:18]3[CH:23]=[CH:22][C:21]([C:24]([F:27])([F:26])[F:25])=[CH:20][N:19]=3)[CH2:13]2)[C:9]1=[O:28])[C:36]#[N:37] |f:1.2.3,5.6.7,8.9.10.11.12|. Procedure: A mixture of 2-(4-bromo-2-methylphenyl)-7-[5-(trifluoromethyl)pyridin-2-yl]-2,7-diazaspiro[4.5]decan-1-one (63.6 mg, 0.000136 mol), zinc cyanide (32 mg, 0.00027 mol), potassium carbonate (0.056 g, 0.00041 mol) and tetrakis(triphenylphosphine) palladium(0) (8 mg, 0.000007 mol) in N,N-dimethylformamide (0.5 mL, 0.006 mol) was stirred at 100° C. for 2 days. The reaction mixture was cooled to ambient temperature and purified by prep-HPLC (under pH ˜10) to afford the desired product. LC-MS: 415.2 (M+... Reactants: O(C1=CC=CC=C1)CCO.CCOCC (2-Phenoxyethanol Ether), C(CCCCCCCCCCCCCCCCCCCCC)(=O)O (Behenic Acid), CS(=O)(=O)O (Methanesulfonic Acid). Run at temperature 220 celsius. Yields the product C(CCCCCCCCCCCCCCCCCCCCC)(=O)OCCOC1=CC=CC=C1 (2-Phenoxyethyl Behenate). RXN SMILES: [O:1]([CH2:8][CH2:9][OH:10])[C:2]1[CH:7]=[CH:6][CH:5]=[CH:4][CH:3]=1.CCOCC.[C:16](O)(=[O:38])[CH2:17][CH2:18][CH2:19][CH2:20][CH2:21][CH2:22][CH2:23][CH2:24][CH2:25][CH2:26][CH2:27][CH2:28][CH2:29][CH2:30][CH2:31][CH2:32][CH2:33][CH2:34][CH2:35][CH2:36][CH3:37].CS(O)(=O)=O>>[C:16]([O:10][CH2:9][CH2:8][O:1][C:2]1[CH:7]=[CH:6][CH:5]=[CH:4][CH:3]=1)(=[O:38])[CH2:17][CH2:18][CH2:19][CH2:20][CH2:21][CH2:22][CH2:23][CH2:24][CH2:25][CH2:26][CH2:27][CH2:28][CH2:29][CH2:30][CH2:31][CH2:32][CH2:33][CH2:34][CH2:35][CH2:36][CH3:37] |f:0.1|. Procedure details: To a four neck round bottom flask fitted with nitrogen inlet, mechanical stirrer, temperature probe and condenser is charged 925.05 g (2.08 moles) of the Alkoxylate from example 27 and 674.95 g (1.98 moles) of Behenic Acid. A catalytic amount of Methanesulfonic Acid (1.6 g) is charged and the reaction mixture is heated to 220° C. under nitrogen sparge. The reaction is monitored by measuring the acid value to an AV of preferably less than 5. Once the AV is reached, the temperature is cooled to 85... The reactants are ClC1=CC2=C(NC(=N2)OC(COCC[Si](C)(C)C)C2(CCNCC2)C2=CC=C(C=C2)C2=CC(=CC=C2)C#N)C=C1Cl (4′-{4-[5,6-dichloro-1-(2-trimethylsilanyl-ethoxymethyl)-1H-benzoimidazol-2-yloxymethyl]-piperidin-4-yl}-biphenyl-3-carbonitrile), CS(=O)(=O)Cl (methanesulfonyl chloride), CCN(C(C)C)C(C)C (DIEA). The solvent is ClCCl (dichloromethane), C(C)(=O)OCC (ethyl acetate). Conditions: time 16 hour. The product is ClC1=CC2=C(NC(=N2)OC(COCC[Si](C)(C)C)C2(CCN(CC2)S(=O)(=O)C)C2=CC=C(C=C2)C2=CC(=CC=C2)C#N)C=C1Cl (4′-{4-[5,6-dichloro-1-(2-trimethylsilanyl-ethoxymethyl)-1H-benzoimidazol-2-yloxymethyl]-1-methanesulfonyl-piperidin-4-yl}-biphenyl-3-carbonitrile). Isolated yield 128.3%. As a reaction SMILES: [Cl:1][C:2]1[C:40]([Cl:41])=[CH:39][C:5]2[NH:6][C:7]([O:9][CH:10]([C:19]3([C:25]4[CH:30]=[CH:29][C:28]([C:31]5[CH:36]=[CH:35][CH:34]=[C:33]([C:37]#[N:38])[CH:32]=5)=[CH:27][CH:26]=4)[CH2:24][CH2:23][NH:22][CH2:21][CH2:20]3)[CH2:11][O:12][CH2:13][CH2:14][Si:15]([CH3:18])([CH3:17])[CH3:16])=[N:8][C:4]=2[CH:3]=1.[CH3:42][S:43](Cl)(=[O:45])=[O:44].CCN(C(C)C)C(C)C>ClCCl.C(OCC)(=O)C>[Cl:1][C:2]1[C:40]([Cl:41])=[CH:39][C:5]2[NH:6][C:7]([O:9][CH:10]([C:19]3([C:25]4[CH:30]=[CH:29][C:28]([C:31]5[CH:36]=[CH:35][CH:34]=[C:33]([C:37]#[N:38])[CH:32]=5)=[CH:27][CH:26]=4)[CH2:24][CH2:23][N:22]([S:43]([CH3:42])(=[O:45])=[O:44])[CH2:21][CH2:20]3)[CH2:11][O:12][CH2:13][CH2:14][Si:15]([CH3:18])([CH3:17])[CH3:16])=[N:8][C:4]=2[CH:3]=1. Procedure details: To a solution of 0.030 g of 4′-{4-[5,6-dichloro-1-(2-trimethylsilanyl-ethoxymethyl)-1H-benzoimidazol-2-yloxymethyl]-piperidin-4-yl}-biphenyl-3-carbonitrile (0.05 mmol) 55 in 1 mL of dichloromethane was added methanesulfonyl chloride (0.005 mL, 0.053 mmol, 1.1 eq) and DIEA (0.011 mL, 0.06 mmol, 1.2 eq). The resulting mixture was stirred at room temperature for 16 h, diluted with 5 mL of ethyl acetate, and washed with H2O and saturated brine. The organic extracts were combined and dried over Na2SO... Starting materials: C[Si](C)(C)c1c(Br)cc(C=O)c(F)c1F, CN(C)C=O, CCOC(C)=O, [Cs+], [F-], O. Yields the product O=Cc1cc(Br)cc(F)c1F. Reaction SMILES: [Br:1][c:2]1[c:3]([Si:12]([CH3:13])([CH3:14])[CH3:15])[c:4]([F:11])[c:5]([F:10])[c:6]([CH:7]=[O:8])[cH:9]1.[CH3:18][N:19]([CH3:20])[CH:21]=[O:22].[CH3:24][CH2:25][O:26][C:27](=[O:28])[CH3:29].[Cs+:17].[F-:16].[OH2:23]>>[Br:1][c:2]1[cH:3][c:4]([F:11])[c:5]([F:10])[c:6]([CH:7]=[O:8])[cH:9]1. Reagents/catalysts: C=1C=CC(=CC1)/C=C/C(=O)/C=C/C2=CC=CC=C2.C=1C=CC(=CC1)/C=C/C(=O)/C=C/C2=CC=CC=C2.C=1C=CC(=CC1)/C=C/C(=O)/C=C/C2=CC=CC=C2.[Pd].[Pd] (tris(dibenzylideneacetone)dipalladium(0)), [Cu]I (copper (I) iodide). The reactants are C(C)OC(=O)C=1C(=C2C(=C(N1)Br)ON=C2C2=CC=C(C=C2)Cl)O (7-bromo-3-(4-chloro-phenyl)-4-hydroxy-isoxazolo[5,4-c]pyridine-5-carboxylic acid ethyl ester), C[Si](C)(C)C#C (trimethylsilylacetylene), C(C)(C)NC(C)C (diisopropylamine). Solvent: O1CCCC1 (tetrahydrofuran). Product: C(C)OC(=O)C=1C(=C2C(=C(N1)C#C[Si](C)(C)C)ON=C2C2=CC=C(C=C2)Cl)O (3-(4-Chloro-phenyl)-4-hydroxy-7-trimethylsilanylethynyl-isoxazolo[5,4-c]pyridine-5-carboxylic acid ethyl ester). Reported procedure: A mixture of 7-bromo-3-(4-chloro-phenyl)-4-hydroxy-isoxazolo[5,4-c]pyridine-5-carboxylic acid ethyl ester (150 mg, 0.38 mmol), tris(dibenzylideneacetone)dipalladium(0) (27 mg, 0.04 mmol), copper (I) iodide (14 mg, 0.08 mmol), trimethylsilylacetylene (107 μl, 0.76 mmol), diisopropylamine (321 μl, 2.27 mmol), and tetrahydrofuran (3.8 ml) was refluxed for eighteen hours before it was cooled to room temperature. The mixture was partitioned between ethyl acetate and water. The organic layer was washe... RXN SMILES: [CH2:1]([O:3][C:4]([C:6]1[C:7]([OH:23])=[C:8]2[C:15]([C:16]3[CH:21]=[CH:20][C:19]([Cl:22])=[CH:18][CH:17]=3)=[N:14][O:13][C:9]2=[C:10](Br)[N:11]=1)=[O:5])[CH3:2].[CH3:24][Si:25]([C:28]#[CH:29])([CH3:27])[CH3:26].C(NC(C)C)(C)C>C1C=CC(/C=C/C(/C=C/C2C=CC=CC=2)=O)=CC=1.C1C=CC(/C=C/C(/C=C/C2C=CC=CC=2)=O)=CC=1.C1C=CC(/C=C/C(/C=C/C2C=CC=CC=2)=O)=CC=1.[Pd].[Pd].[Cu]I.O1CCCC1>[CH2:1]([O:3][C:4]([C:6]1[C:7]([OH:23])=[C:8]2[C:15]([C:16]3[CH:21]=[CH:20][C:19]([Cl:22])=[CH:18][CH:17]=3)=[N:14][O:13][C:9]2=[C:10]([C:29]#[C:28][Si:25]([CH3:27])([CH3:26])[CH3:24])[N:11]=1)=[O:5])[CH3:2] |f:3.4.5.6.7|. The yield is 34.9%. Reaction SMILES: C(#N)C.Cl[CH2:5][C:6]([N:8]1[CH2:13][CH2:12][CH2:11][CH2:10][CH2:9]1)=[O:7].[OH:14][C:15]1[CH:23]=[CH:22][C:18]([C:19]([OH:21])=[O:20])=[CH:17][CH:16]=1>C(N(CC)CC)C>[OH:14][C:15]1[CH:23]=[CH:22][C:18]([C:19]([O:21][CH2:5][C:6]([N:8]2[CH2:13][CH2:12][CH2:11][CH2:10][CH2:9]2)=[O:7])=[O:20])=[CH:17][CH:16]=1. Procedure: To 100 ml of acetonitrile were added 7.75 g of N-(α-chloroacetyl)piperidine, 5.0 g of 4-hydroxybenzoic acid and 4.3 g (5.9 ml) of triethylamine, and the mixture was refluxed with heating for 2 hours. The reaction mixture was filtered, and the filtrate was concentrated under reduced pressure. To the residue was added ice-water, and precipitated crystals were recrystallized from water to give 8.0 g of the title compound. Melting point: 160°-164° C. The reactants are C(C)#N (acetonitrile), ClCC(=O)N1CCCCC1 (N-(α-chloroacetyl)piperidine), OC1=CC=C(C(=O)O)C=C1 (4-hydroxybenzoic acid). The product is OC1=CC=C(C(=O)OCC(=O)N2CCCCC2)C=C1 (piperidinocarbonylmethyl 4-hydroxybenzoate). Isolated yield 83.9%. Solvent: C(C)N(CC)CC (triethylamine).